This data is from the Open Reaction Database (ORD), a public repository of structured organic reaction records. The task is: describe an organic reaction: reactants, conditions, products, and yield Starting materials: C1(CCCCC1)N=C=NC1CCCCC1 (N,N'-Dicyclohexylcarbodiimide), C(C1=CC=CC=C1)OC1=C(C(=O)O)C=C(C=C1)C(F)(F)F (2-benzyloxy-5-trifluoromethylbenzoic acid), NC1=NN=NN1 (5-aminotetrazole). Run in N1=CC=CC=C1 (pyridine). Reaction conditions: time 20 hour. The product is C(C1=CC=CC=C1)OC1=C(C(=O)NC2=NN=NN2)C=C(C=C1)C(F)(F)F (2-benzyloxy-5-trifluoromethyl-N-(tetrazol-5-yl)benzamide). Isolated yield 68.9%. Reaction SMILES: C1(N=C=NC2CCCCC2)CCCCC1.[CH2:16]([O:23][C:24]1[CH:32]=[CH:31][C:30]([C:33]([F:36])([F:35])[F:34])=[CH:29][C:25]=1[C:26](O)=[O:27])[C:17]1[CH:22]=[CH:21][CH:20]=[CH:19][CH:18]=1.[NH2:37][C:38]1[NH:42][N:41]=[N:40][N:39]=1>N1C=CC=CC=1>[CH2:16]([O:23][C:24]1[CH:32]=[CH:31][C:30]([C:33]([F:36])([F:35])[F:34])=[CH:29][C:25]=1[C:26]([NH:37][C:38]1[NH:42][N:41]=[N:40][N:39]=1)=[O:27])[C:17]1[CH:22]=[CH:21][CH:20]=[CH:19][CH:18]=1. Procedure details: N,N'-Dicyclohexylcarbodiimide (1.03 g) was added to a solution of 2-benzyloxy-5-trifluoromethylbenzoic acid (1.48 g) and anhydrous 5-aminotetrazole (0.425 g) in dry pyridine (25 ml), and the resulting mixture was stirred at room temperature for 20 hours. The pyridine was removed in vacuo and the residue was treated with ammonia solution (4N; 75 ml) and stirred for one hour. The insoluble N,N'-dicyclohexylurea was filtered off, and the filtrate was acidified by treatment with concentrated hydroch... Reactants: N (ammonia), FC1=C(C=C(C(=C1)Cl)OC(=O)OCC)N=C=O (2-fluoro-4-chloro-5-ethoxycarbonyloxyphenyl isocyanate). The solvent is C1=CC=CC=C1 (benzene). Product: FC1=C(C=C(C(=C1)Cl)OC(=O)OCC)NC(=O)N (2-fluoro-4-chloro-5-ethoxycarbonyloxyphenyl urea). The yield is 80.0%. As a reaction SMILES: [NH3:1].[F:2][C:3]1[CH:8]=[C:7]([Cl:9])[C:6]([O:10][C:11]([O:13][CH2:14][CH3:15])=[O:12])=[CH:5][C:4]=1[N:16]=[C:17]=[O:18]>C1C=CC=CC=1>[F:2][C:3]1[CH:8]=[C:7]([Cl:9])[C:6]([O:10][C:11]([O:13][CH2:14][CH3:15])=[O:12])=[CH:5][C:4]=1[NH:16][C:17]([NH2:1])=[O:18]. Reported procedure: An ammonia gas was introduced into a solution of 2-fluoro-4-chloro-5-ethoxycarbonyloxyphenyl isocyanate (16.7 g, 64 mmol) in benzene (300 ml) while vigorously stirring on cooling in an ice bath. Precipitation of white solid was immediately observed. After thirty minutes the solid deposited was obtained by filtration and sufficiently washed with benzene and dried. This product was identified as 2-fluoro-4-chloro-5-ethoxycarbonyloxyphenyl urea (14.2 g, yield 80%). Starting materials: C(=O)(OC)COC=1C=C(C=CC1)CC(C)=O (1-(3-carbomethoxymethoxyphenyl) propan-2-one), OC(CN)C1=CC(=C(C=C1)O)CO (2-hydroxy-2-(4-hydroxy-3-hydroxymethylphenyl) ethanamine). Yields the product C(=O)(OC)COC=1C=C(C=CC1)CC(C)NCC(C1=CC(=C(C=C1)O)CO)O (N-[2-(3-Carbomethoxymethoxyphenyl)-1-methylethyl]-2-hydroxy-2-(4-hydroxy-3-hydroxymethylphenyl) ethanamine). As a reaction SMILES: [C:1]([CH2:5][O:6][C:7]1[CH:8]=[C:9]([CH2:13][C:14](=O)[CH3:15])[CH:10]=[CH:11][CH:12]=1)([O:3][CH3:4])=[O:2].[OH:17][CH:18]([C:21]1[CH:26]=[CH:25][C:24]([OH:27])=[C:23]([CH2:28][OH:29])[CH:22]=1)[CH2:19][NH2:20]>>[C:1]([CH2:5][O:6][C:7]1[CH:8]=[C:9]([CH2:13][CH:14]([NH:20][CH2:19][CH:18]([OH:17])[C:21]2[CH:26]=[CH:25][C:24]([OH:27])=[C:23]([CH2:28][OH:29])[CH:22]=2)[CH3:15])[CH:10]=[CH:11][CH:12]=1)([O:3][CH3:4])=[O:2]. Reported procedure: The compound was prepared as in Example 1 from 1-(3-carbomethoxymethoxyphenyl) propan-2-one (1.82 g) and 2-hydroxy-2-(4-hydroxy-3-hydroxymethylphenyl) ethanamine (1.5 g) and crystallised from benzene m.p. 60°-64° as a 42:58 mixture of diastereoisomers. The reactants are C(Cl)(Cl)(Cl)Cl (Carbon tetrachloride), C(C1=CC=CC=C1)OC1=CC(=C(C=C1)CC)OCCCC#N (4-(Benzyloxy)-2-[(3-cyanopropyl)oxy]-1-ethylbenzene), BrN1C(CCC1=O)=O (N-bromosuccinimide). Run in ClCCl (dichloromethane). Conditions: time 5.5 hour. Yields the product C(C1=CC=CC=C1)OC1=C(C=C(C(=C1)OCCCC#N)CC)Br (1-(benzyloxy)-2-bromo-4-ethyl-5-[(3-cyanopropyl)oxy]-benzene). As a reaction SMILES: C(Cl)(Cl)(Cl)Cl.[CH2:6]([O:13][C:14]1[CH:19]=[CH:18][C:17]([CH2:20][CH3:21])=[C:16]([O:22][CH2:23][CH2:24][CH2:25][C:26]#[N:27])[CH:15]=1)[C:7]1[CH:12]=[CH:11][CH:10]=[CH:9][CH:8]=1.[Br:28]N1C(=O)CCC1=O>ClCCl>[CH2:6]([O:13][C:14]1[CH:15]=[C:16]([O:22][CH2:23][CH2:24][CH2:25][C:26]#[N:27])[C:17]([CH2:20][CH3:21])=[CH:18][C:19]=1[Br:28])[C:7]1[CH:8]=[CH:9][CH:10]=[CH:11][CH:12]=1. Procedure details: Carbon tetrachloride (30 mL) was used to dissolve 4-(Benzyloxy)-2-[(3-cyanopropyl)oxy]-1-ethylbenzene (2.5 g). N-bromosuccinimide (1.66 g) was added to the solution and it was stirred for 5.5 hours. The mixture was diluted with dichloromethane (50 mL), washed with water, dried over magnesium sulfate, filtered, and concentrated under vacuum. The resulting oil was crystallized from hexane/ethyl acetate at −20° C. to afford 1-(benzyloxy)-2-bromo-4-ethyl-5-[(3-cyanopropyl)oxy]-benzene as a white cry... Reactants: ClCCl, O=C(OO)c1cccc(Cl)c1, O=[N+]([O-])c1cnc2c(c1)COCC2. Yields the product O=[N+]([O-])c1cc2c([n+]([O-])c1)CCOC2. As a reaction SMILES: [CH2:25]([Cl:26])[Cl:27].[Cl:14][c:15]1[cH:16][cH:17][cH:18][c:19]([C:20]([O:21][OH:23])=[O:22])[cH:24]1.[N+:1](=[O:2])([O-:3])[c:4]1[cH:5][c:6]2[c:7]([n:8][cH:9]1)[CH2:10][CH2:11][O:12][CH2:13]2>>[N+:1](=[O:2])([O-:3])[c:4]1[cH:5][c:6]2[c:7]([n+:8]([O-:22])[cH:9]1)[CH2:10][CH2:11][O:12][CH2:13]2. Reactants: CCO, [O-][I+3]([O-])([O-])[O-], C=C(c1cscn1)c1c(CCN2CCCC2)sc2ccccc12, NN, N, [Na+], O. Product: CC(c1cscn1)c1c(CCN2CCCC2)sc2ccccc12. Reaction SMILES: [CH3:34][CH2:35][OH:36].[I+3:1]([O-:2])([O-:3])([O-:4])[O-:5].[N:7]1([CH2:12][CH2:13][c:14]2[c:15]([C:23](=[CH2:24])[c:25]3[n:26][cH:27][s:28][cH:29]3)[c:16]3[c:17]([s:18]2)[cH:19][cH:20][cH:21][cH:22]3)[CH2:8][CH2:9][CH2:10][CH2:11]1.[NH2:30][NH2:31].[NH3:32].[Na+:6].[OH2:33]>>[N:7]1([CH2:12][CH2:13][c:14]2[c:15]([CH:23]([CH3:24])[c:25]3[n:26][cH:27][s:28][cH:29]3)[c:16]3[c:17]([s:18]2)[cH:19][cH:20][cH:21][cH:22]3)[CH2:8][CH2:9][CH2:10][CH2:11]1. Starting materials: Cn1c(=O)c2c(ncn2CCCCCCBr)n(C)c1=O, CC(=O)OC(C)=O, CC(=O)[O-], CC(=O)O, [K+]. The product is Cn1c(=O)c2c(ncn2CCCCCCO)n(C)c1=O. As a reaction SMILES: [CH3:1][n:2]1[c:3](=[O:4])[n:5]([CH3:20])[c:6]2[n:7][cH:8][n:9]([CH2:13][CH2:14][CH2:15][CH2:16][CH2:17][CH2:18][Br:19])[c:10]2[c:11]1=[O:12].[CH3:21][C:22](=[O:23])[O:24][C:25](=[O:26])[CH3:27].[CH3:29][C:30](=[O:31])[O-:32].[CH3:33][C:34](=[O:35])[OH:36].[K+:28]>>[CH3:1][n:2]1[c:3](=[O:4])[n:5]([CH3:20])[c:6]2[n:7][cH:8][n:9]([CH2:13][CH2:14][CH2:15][CH2:16][CH2:17][CH2:18][OH:23])[c:10]2[c:11]1=[O:12]. Reported procedure: 2,2,2-Trichloroethylchloroformate (64 ml) was added dropwise to a stirred suspension of 5-methyl-2H-1,4-thiazin-3(4H)-one (50 g) in a mixture of acetonitrile (500 ml)-pyridine (75 ml) under ice-cooling. The mixture was stirred at room temperature for 1 hour and then, poured into cold water (1.5 l) The resulting precipitates were collected by filtration, recrystallized from ethanol to give 5-methyl-6-[1-(2,2,2-trichloroethoxycarbonyl)-1,4-dihydro-4-pyridinyl]-2H-1,4-thiazin-3(4H)-one (120 g, yiel... Solvent: C(C)#N (acetonitrile). Reactants: O (water), ClC(COC(=O)Cl)(Cl)Cl (2,2,2-Trichloroethylchloroformate), CC=1NC(CSC1)=O (5-methyl-2H-1,4-thiazin-3(4H)-one), N1=CC=CC=C1 (pyridine). The yield is 80.7%. RXN SMILES: [Cl:1][C:2]([Cl:9])([Cl:8])[CH2:3][O:4][C:5](Cl)=[O:6].[CH3:10][C:11]1[NH:12][C:13](=[O:17])[CH2:14][S:15][CH:16]=1.[N:18]1[CH:23]=[CH:22][CH:21]=[CH:20][CH:19]=1.O>C(#N)C>[CH3:10][C:11]1[NH:12][C:13](=[O:17])[CH2:14][S:15][C:16]=1[CH:21]1[CH:22]=[CH:23][N:18]([C:5]([O:4][CH2:3][C:2]([Cl:9])([Cl:8])[Cl:1])=[O:6])[CH:19]=[CH:20]1. Conditions: time 1 hour. The product is CC=1NC(CSC1C1C=CN(C=C1)C(=O)OCC(Cl)(Cl)Cl)=O (5-methyl-6-[1-(2,2,2-trichloroethoxycarbonyl)-1,4-dihydro-4-pyridinyl]-2H-1,4-thiazin-3(4H)-one).